Dataset: the Open Reaction Database (ORD), a public repository of structured organic reaction records. Task: describe an organic reaction: reactants, conditions, products, and yield Starting materials: FC1=CC=C(C(C2=CC=C(C=C2)F)N2CCNCC2)C=C1 (4,4'-difluorobenzhydrylpiperazine), ice, C(Br)C1CO1 (epibromohydrin), C([O-])([O-])=O.[K+].[K+] (potassium carbonate). Run in C(C)#N (acetonitrile), C(C)#N (acetonitrile). Conditions: time 100 hour. Product: O1C(CN2CCN(CC2)C(C2=CC=C(C=C2)F)C2=CC=C(C=C2)F)C1 (1-[1-(2,3-Epoxy)propyl]-4-[bis(4-fluorophenyl)methyl]piperazine), 23.98. The yield is 69.6%. As a reaction SMILES: [F:1][C:2]1[CH:21]=[CH:20][C:5]([CH:6]([N:14]2[CH2:19][CH2:18][NH:17][CH2:16][CH2:15]2)[C:7]2[CH:12]=[CH:11][C:10]([F:13])=[CH:9][CH:8]=2)=[CH:4][CH:3]=1.[CH2:22]([CH:24]1[O:26][CH2:25]1)Br.C(=O)([O-])[O-].[K+].[K+]>C(#N)C>[O:26]1[CH2:25][CH:24]1[CH2:22][N:17]1[CH2:16][CH2:15][N:14]([CH:6]([C:7]2[CH:8]=[CH:9][C:10]([F:13])=[CH:11][CH:12]=2)[C:5]2[CH:20]=[CH:21][C:2]([F:1])=[CH:3][CH:4]=2)[CH2:19][CH2:18]1 |f:2.3.4|. Procedure: A solution of 4,4'-difluorobenzhydrylpiperazine (28.83 g, 100 mmol) in acetonitrile (250 mL) was added to an ice cold mixture of epibromohydrin (9.1 mL, 110 mmol) and anhydrous potassium carbonate (15.2 g, 110 mmol) in acetonitrile (150 mL) over a period of 40 min. The mixture was stirred at room temperature for 100 h, filtered and the solids were washed with methylene chloride. The combined filtrates were concentrated to dryness to give an oil which was eluted through a flash chromatographic si... The reactants are ClN1C(N(C(N(C1=O)Cl)=O)Cl)=O (trichloroisocyanuric acid), CC=1N=C(C(=NC1)C)C (trimethylpyrazine). Run in ClC(C)Cl (dichloroethane). Run at temperature 20 celsius, time 12 hour. Product: ClCC=1N=C(C(=NC1)C)C ((Chloromethyl)dimethylpyrazine). Reaction SMILES: [Cl:1]N1C(=O)N(Cl)C(=O)N(Cl)C1=O.[CH3:13][C:14]1[N:15]=[C:16]([CH3:21])[C:17]([CH3:20])=[N:18][CH:19]=1>ClC(Cl)C>[Cl:1][CH2:13][C:14]1[N:15]=[C:16]([CH3:21])[C:17]([CH3:20])=[N:18][CH:19]=1. Procedure: 7.6 g (32.74 mmol) of trichloroisocyanuric acid are added, over 1 hour, to a solution, maintained at reflux, of 10 g of trimethylpyrazine (81.85 mmol) in 820 ml of dichloroethane. The reaction mixture is refluxed for 6 hours and then cooled to 20° C., stirred for a further 12 hours and filtered. The filtrate is concentrated under reduced pressure, taken up in 200 ml of ethyl ether, filtered again and then concentrated under reduced pressure. 9.6 g of methyldimethylpyrazine chloride are recovered... Starting materials: C1(=CC=C(C=C1)S(=O)(=O)Cl)C (p-toluene sulphonyl chloride), COC1=C(C=CC=C1)C(CCO)C1=C(C=CC=C1)OC (3,3-Bis-(2-methoxyphenyl)propanol), ice water. The solvent is C(Cl)(Cl)Cl (chloroform). Yields the product COC1=C(C=CC=C1)C(CCOS(=O)(=O)C1=CC=C(C=C1)C)C1=C(C=CC=C1)OC (3,3-Bis-(2-methoxyphenyl)propyl-p-toluene sulphonate). As a reaction SMILES: [CH3:1][O:2][C:3]1[CH:8]=[CH:7][CH:6]=[CH:5][C:4]=1[CH:9]([C:13]1[CH:18]=[CH:17][CH:16]=[CH:15][C:14]=1[O:19][CH3:20])[CH2:10][CH2:11][OH:12].[C:21]1([CH3:31])[CH:26]=[CH:25][C:24]([S:27](Cl)(=[O:29])=[O:28])=[CH:23][CH:22]=1>C(Cl)(Cl)Cl>[CH3:20][O:19][C:14]1[CH:15]=[CH:16][CH:17]=[CH:18][C:13]=1[CH:9]([C:4]1[CH:5]=[CH:6][CH:7]=[CH:8][C:3]=1[O:2][CH3:1])[CH2:10][CH2:11][O:12][S:27]([C:24]1[CH:25]=[CH:26][C:21]([CH3:31])=[CH:22][CH:23]=1)(=[O:29])=[O:28]. Reported procedure: The propanol (XVII) of Example 3b) (35 g, 0.128 mol) in 100 ml chloroform containing 30 ml pyridine was cooled to about -10° and then treated with p-toluene sulphonyl chloride (29 g, 0.15 mol). After standing in the cooler (about +5° C.) overnight, the mixture was poured into ice-water, the organic phase was washed with water and cold 2N HCl, dried, and the solvent was distilled off at <50° C., giving a crude oil in quantitative yield. Recrystallization from IPE gave white crystals of low and in... Reaction SMILES: [Br:1][CH2:2][C:3](=[CH:4][C:5](=[O:6])[O:7][CH2:8][CH2:9][O:10][c:11]1[cH:12][cH:13][cH:14][cH:15][cH:16]1)[CH3:17].[CH2:23]([O:24][CH2:25][CH3:26])[CH3:27].[CH3:19][C:20]([O-:21])=[O:22].[CH3:29][C:30](=[O:31])[OH:32].[Na+:18].[OH2:28]>>[CH2:2]([C:3](=[CH:4][C:5](=[O:6])[O:7][CH2:8][CH2:9][O:10][c:11]1[cH:12][cH:13][cH:14][cH:15][cH:16]1)[CH3:17])[O:22][C:20]([CH3:19])=[O:21]. Yields the product CC(=O)OCC(C)=CC(=O)OCCOc1ccccc1. The reactants are CC(=CC(=O)OCCOc1ccccc1)CBr, CCOCC, CC(=O)[O-], CC(=O)O, [Na+], O. Reactants: COOC, CN(C)C=O, COc1cc(O)ccc1Cl, [Li]c1ccccc1, O=S(=O)(O)O. Yields the product COc1c(Cl)ccc(O)c1C=O. Reaction SMILES: [CH3:1][O:2][O:3][CH3:4].[CH3:27][N:28]([CH3:29])[CH:30]=[O:31].[Cl:5][c:6]1[c:7]([O:13][CH3:14])[cH:8][c:9]([OH:12])[cH:10][cH:11]1.[Li:15][c:16]1[cH:17][cH:18][cH:19][cH:20][cH:21]1.[S:22](=[O:23])(=[O:24])([OH:25])[OH:26]>>[CH:1](=[O:2])[c:8]1[c:7]([O:13][CH3:14])[c:6]([Cl:5])[cH:11][cH:10][c:9]1[OH:12].